This data is from the Open Reaction Database (ORD), a public repository of structured organic reaction records. The task is: describe an organic reaction: reactants, conditions, products, and yield The reactants are [H-].[Al+3].[Li+].[H-].[H-].[H-] (LAH), [H-].[Al+3].[Li+].[H-].[H-].[H-] (lithium aluminum hydride), C(C)(=O)OC1=CC=2C(C[C@H]3[C@@H]4CC=C[C@@]4(C)CC[C@@H]3C2C=C1)=O (estra-1,3,5(10),16-tetraen-6-one-3-yl acetate), C[C@@]12C=CC[C@H]1[C@@H]1CC(C=3C=C(C=CC3[C@H]1CC2)CC(=O)[O-])=O (estra-1,3,5(10),16-tetraen-6-one-3-yl-acetate). The solvent is C1CCOC1 (THF), C1CCOC1 (THF). Yields the product C[C@@]12C=CC[C@H]1[C@@H]1CC(C=3C=C(C=CC3[C@H]1CC2)O)O (Estra-1,3,5(10),16-tetraen-3,6-diol). Yield: 10.0%. RXN SMILES: [H-].[Al+3].[Li+].[H-].[H-].[H-].C([O:10][C:11]1[CH:28]=[CH:27][C:26]2[C@@H:25]3[C@H:16]([C@H:17]4[C@@:21]([CH2:23][CH2:24]3)([CH3:22])[CH:20]=[CH:19][CH2:18]4)[CH2:15][C:14](=[O:29])[C:13]=2[CH:12]=1)(=O)C.C[C@]12CC[C@H]3[C@@H](CC(=O)C4C=C(CC([O-])=O)C=CC=43)[C@@H]1CC=C2>C1COCC1>[CH3:22][C@:21]12[CH2:23][CH2:24][C@H:25]3[C@@H:16]([CH2:15][CH:14]([OH:29])[C:13]4[CH:12]=[C:11]([OH:10])[CH:28]=[CH:27][C:26]=43)[C@@H:17]1[CH2:18][CH:19]=[CH:20]2 |f:0.1.2.3.4.5|. Procedure: To a suspension of lithium aluminum hydride (LAH, 95%, 46.9 mg, 1.17 mmol) in 5 ml of anhydrous THF was added estra-1,3,5(10),16-tetraen-6-one-3-yl acetate, 6 (422.9 mg, 1.360 mmol) in 5 ml of anhydrous THF dropwise, with stirring. See FIG. 156. The reaction was stirred 50 min., after which further LAH (46.5 mg, 1.16 mmol) was added and the reaction stirred 22 h. After refluxing 4 h TLC still showed starting material. The reaction was quenched with 0.5 ml of water+0.5 ml of 20% (w/w) sulfuric ac... The reactants are COc1ccc(P2(=S)SP(=S)(c3ccc(OC)cc3)S2)cc1, COc1cc2c(cc1C#N)C(c1ccccc1Cl)=NCC(=O)N2. Product: COc1cc2c(cc1C#N)C(c1ccccc1Cl)=NCC(=S)N2. RXN SMILES: [CH3:24][O:25][c:26]1[cH:27][cH:28][c:29]([P:30]2(=[S:33])[S:31][P:32]([c:34]3[cH:35][cH:36][c:37]([O:38][CH3:39])[cH:40][cH:41]3)(=[S:42])[S:43]2)[cH:44][cH:45]1.[Cl:1][c:2]1[c:3]([C:8]2=[N:9][CH2:10][C:11](=[O:23])[NH:12][c:13]3[c:14]2[cH:15][c:16]([C:21]#[N:22])[c:17]([O:19][CH3:20])[cH:18]3)[cH:4][cH:5][cH:6][cH:7]1>>[Cl:1][c:2]1[c:3]([C:8]2=[N:9][CH2:10][C:11](=[S:33])[NH:12][c:13]3[c:14]2[cH:15][c:16]([C:21]#[N:22])[c:17]([O:19][CH3:20])[cH:18]3)[cH:4][cH:5][cH:6][cH:7]1. Reactants: C(C)(=O)OCC (ethyl acetate), N1C=CC=2C1=NC=CC2 (1H-pyrrolo[2,3-b]pyridine), BrCC#N (bromoacetonitrile), [H-].[Na+] (sodium hydride), O1CCCC1 (tetrahydrofuran), O1CCCC1 (tetrahydrofuran). The solvent is CCCCCC (hexane). Conditions: time 30 minute. The product is COC(COCC1=CC=CC=C1)=O (benzyloxy-acetic acid methyl ester). Yield: 60.0%. As a reaction SMILES: [H-].[Na+].N1[C:7]2=N[CH:9]=[CH:10][CH:11]=[C:6]2[CH:5]=[CH:4]1.BrCC#N.[C:16]([O:19][CH2:20]C)(=[O:18])[CH3:17].[O:22]1CCCC1>CCCCCC>[CH3:20][O:19][C:16](=[O:18])[CH2:17][O:22][CH2:7][C:6]1[CH:11]=[CH:10][CH:9]=[CH:4][CH:5]=1 |f:0.1|. Reported procedure: To a suspension of sodium hydride (60%) (3.7 g, 93.12 mmol) in tetrahydrofuran (60 mL) was added dropwise a mixture of 1H-pyrrolo[2,3-b]pyridine (391=(5 g, 42.33 mmol) and bromoacetonitrile (10 g, 84.65 mmol) dissolved in tetrahydrofuran (40 mL) at 0° C. and the reaction mixture was stirred for 30 min at same temperature, then at room temperature for 6 h (TLC, 40% ethyl acetate in hexane, Rf=0.5). After completion of the reaction, the reaction mixture was quenched with saturated ammonium chlorid... The reactants are COC([C@H]1N(C[C@H](C1)O)C(C1=C(C=CC=C1)Br)=O)=O ((cis)-1-o-bromobenzoyl-4-hydroxy-L-proline methyl ester), BrC1=C(C(=O)N2[C@H](C(=O)O)C[C@@H](C2)OS(=O)(=O)C)C=CC=C1 ((cis)-1-o-bromo- benzoyl-4-mesyloxy-L-proline), MS(CI). The product is BrC1=C(C(=O)N2[C@H](C(=O)O)CC(C2)OS(=O)(=O)C)C=CC=C1 (1-o-Bromobenzoyl-4-mesyloxy-L-proline). As a reaction SMILES: COC(=O)[C@@H]1C[C@H](O)CN1C(=O)C1C=CC=CC=1Br.[Br:20][C:21]1[CH:41]=[CH:40][CH:39]=[CH:38][C:22]=1[C:23]([N:25]1[CH2:32][C@@H:31]([O:33][S:34]([CH3:37])(=[O:36])=[O:35])[CH2:30][C@H:26]1[C:27]([OH:29])=[O:28])=[O:24]>>[Br:20][C:21]1[CH:41]=[CH:40][CH:39]=[CH:38][C:22]=1[C:23]([N:25]1[CH2:32][CH:31]([O:33][S:34]([CH3:37])(=[O:35])=[O:36])[CH2:30][C@H:26]1[C:27]([OH:29])=[O:28])=[O:24]. Procedure: Following the procedure outlined in Example 1C, (cis)-1-o-bromobenzoyl-4-hydroxy-L-proline methyl ester was converted to (cis)-1-o-bromo- benzoyl-4-mesyloxy-L-proline (foam). MS(CI): m/e 392 (M+H), 390 (M-H). The reactants are COCCOc1cc(Cl)cnc1[N+](=O)[O-], [K+], [K+], O=C([O-])[O-], CN(C)C=O, O, Oc1ccccc1. Yields the product COCCOc1cc(Oc2ccccc2)cnc1[N+](=O)[O-]. RXN SMILES: [Cl:1][c:2]1[cH:3][c:4]([O:11][CH2:12][CH2:13][O:14][CH3:15])[c:5]([N+:8](=[O:9])[O-:10])[n:6][cH:7]1.[K+:23].[K+:24].[O-:25][C:26]([O-:27])=[O:28].[O:30]=[CH:31][N:32]([CH3:33])[CH3:34].[OH2:29].[OH:16][c:17]1[cH:18][cH:19][cH:20][cH:21][cH:22]1>>[c:2]1([O:16][c:17]2[cH:18][cH:19][cH:20][cH:21][cH:22]2)[cH:3][c:4]([O:11][CH2:12][CH2:13][O:14][CH3:15])[c:5]([N+:8](=[O:9])[O-:10])[n:6][cH:7]1. Starting materials: ClC1=CC=C2C(=CNC2=C1)C(=O)N1CCC2(CC1)OCC1=C2C=CC=C1 (1′-[(6-chloro-1H-indol-3-yl)carbonyl]-3H-spiro[2-benzofuran-1,4′-piperidine]), [H-].[Na+] (NaH), C(C)(C)(C)OC(=O)N1C[C@H](CCC1)COS(=O)(=O)C ((S)-3-methanesulfonyloxymethyl-piperidine-1-carboxylic acid tert-butyl ester). Solvent: CN(C)C=O (DMF). Conditions: time 10 minute. Product: ClC1=CC=C2C(=CN(C2=C1)C[C@@H]1CNCCC1)C(=O)N1CCC2(CC1)OCC1=C2C=CC=C1 (1′-({6-Chloro-1-[(3S)-piperidin-3-ylmethyl]-1H-indol-3-yl}carbonyl)-3H-spiro[2-benzofuran-1,4′-piperidine]). The yield is 39.0%. RXN SMILES: [Cl:1][C:2]1[CH:10]=[C:9]2[C:5]([C:6]([C:11]([N:13]3[CH2:18][CH2:17][C:16]4([C:22]5[CH:23]=[CH:24][CH:25]=[CH:26][C:21]=5[CH2:20][O:19]4)[CH2:15][CH2:14]3)=[O:12])=[CH:7][NH:8]2)=[CH:4][CH:3]=1.[H-].[Na+].C(OC([N:36]1[CH2:41][CH2:40][CH2:39][C@H:38]([CH2:42]OS(C)(=O)=O)[CH2:37]1)=O)(C)(C)C>CN(C=O)C>[Cl:1][C:2]1[CH:10]=[C:9]2[C:5]([C:6]([C:11]([N:13]3[CH2:18][CH2:17][C:16]4([C:22]5[CH:23]=[CH:24][CH:25]=[CH:26][C:21]=5[CH2:20][O:19]4)[CH2:15][CH2:14]3)=[O:12])=[CH:7][N:8]2[CH2:42][C@H:38]2[CH2:39][CH2:40][CH2:41][NH:36][CH2:37]2)=[CH:4][CH:3]=1 |f:1.2|. Procedure details: A solution of the 1′-[(6-chloro-1H-indol-3-yl)carbonyl]-3H-spiro[2-benzofuran-1,4′-piperidine] (prepared according to example 69) in dry DMF was treated with NaH (1.1 eq) and stirred for 10 min at room temperature, then treated with (S)-3-methanesulfonyloxymethyl-piperidine-1-carboxylic acid tert-butyl ester (1.1 eq) (JP 2001278872) and stirred at room temperature for 16 h then 70° for 4 h. Concentration and treatment with excess HCl in dioxane gave after purification by preparative HPLC the des...